From a dataset of the Open Reaction Database (ORD), a public repository of structured organic reaction records. describe an organic reaction: reactants, conditions, products, and yield Starting materials: COC([C@H](CC1=CC=C(C=C1)C1=CC=C(C=C1)C#N)NC(=O)C1NCC=2C=C3O[C@H](C(NC3=CC2C1)=O)C1=CC=C(C=C1)OCC1=CC(=C(C=C1)Cl)Cl)=O ((S)-3-(4′-Cyano-biphenyl-4-yl)-2-({(S)-3-[4-(3,4-dichloro-benzyloxy)-phenyl]-2-oxo-2,3,5,6,7,8-hexahydro-1H-4-oxa-1,6-diaza-anthracene-7-carbonyl}-amino)-propionic acid methyl ester), C(C)(=O)NC=1SC(=C(N1)C)S(=O)(=O)Cl (2-acetylamino-4-methyl-thiazole-5-sulfonyl chloride). Product: COC([C@H](CC1=CC=C(C=C1)C1=CC=C(C=C1)C#N)NC(=O)C1N(CC=2C=C3O[C@H](C(NC3=CC2C1)=O)C1=CC=C(C=C1)OCC1=CC(=C(C=C1)Cl)Cl)S(=O)(=O)C1=C(N=C(S1)NC(C)=O)C)=O ((S)-2-({(S)-6-(2-acetylamino-4-methyl-thiazole-5-sulfonyl)-3-[4-(3,4-dichloro-benzyloxy)-phenyl]-2-oxo-2,3,5,6,7,8-hexahydro-1H-4-oxa-1,6-diaza-anthracene-7-carbonyl}-amino)-3-(4′-cyano-biphenyl-4-yl)-propionic acid methyl ester). Yield: 81.8%. As a reaction SMILES: [CH3:1][O:2][C:3](=[O:54])[C@@H:4]([NH:20][C:21]([CH:23]1[CH2:36][C:35]2[CH:34]=[C:33]3[C:28]([O:29][C@@H:30]([C:38]4[CH:43]=[CH:42][C:41]([O:44][CH2:45][C:46]5[CH:51]=[CH:50][C:49]([Cl:52])=[C:48]([Cl:53])[CH:47]=5)=[CH:40][CH:39]=4)[C:31](=[O:37])[NH:32]3)=[CH:27][C:26]=2[CH2:25][NH:24]1)=[O:22])[CH2:5][C:6]1[CH:11]=[CH:10][C:9]([C:12]2[CH:17]=[CH:16][C:15]([C:18]#[N:19])=[CH:14][CH:13]=2)=[CH:8][CH:7]=1.[C:55]([NH:58][C:59]1[S:60][C:61]([S:65](Cl)(=[O:67])=[O:66])=[C:62]([CH3:64])[N:63]=1)(=[O:57])[CH3:56]>>[CH3:1][O:2][C:3](=[O:54])[C@@H:4]([NH:20][C:21]([CH:23]1[CH2:36][C:35]2[CH:34]=[C:33]3[C:28]([O:29][C@@H:30]([C:38]4[CH:43]=[CH:42][C:41]([O:44][CH2:45][C:46]5[CH:51]=[CH:50][C:49]([Cl:52])=[C:48]([Cl:53])[CH:47]=5)=[CH:40][CH:39]=4)[C:31](=[O:37])[NH:32]3)=[CH:27][C:26]=2[CH2:25][N:24]1[S:65]([C:61]1[S:60][C:59]([NH:58][C:55](=[O:57])[CH3:56])=[N:63][C:62]=1[CH3:64])(=[O:66])=[O:67])=[O:22])[CH2:5][C:6]1[CH:11]=[CH:10][C:9]([C:12]2[CH:13]=[CH:14][C:15]([C:18]#[N:19])=[CH:16][CH:17]=2)=[CH:8][CH:7]=1. Procedure details: (S)-3-(4′-Cyano-biphenyl-4-yl)-2-({(S)-3-[4-(3,4-dichloro-benzyloxy)-phenyl]-2-oxo-2,3,5,6,7,8-hexahydro-1H-4-oxa-1,6-diaza-anthracene-7-carbonyl}-amino)-propionic acid methyl ester (760 mg) was reacted with 2-acetylamino-4-methyl-thiazole-5-sulfonyl chloride (381 mg) following general procedure E to furnish (S)-2-({(S)-6-(2-acetylamino-4-methyl-thiazole-5-sulfonyl)-3-[4-(3,4-dichloro-benzyloxy)-phenyl]-2-oxo-2,3,5,6,7,8-hexahydro-1H-4-oxa-1,6-diaza-anthracene-7-carbonyl}-amino)-3-(4′-cyano-biph... Reactants: CCC(CC)=O (3-pentanone), Cl (HCl), BrC=1C=C(C=CC1)S (3-Bromobenzenethiol), [H-].[Na+] (sodium hydride), C(CCC)[Li] (n-butyllithium). Solvent: C1CCOC1 (THF). Conditions: temperature -78 celsius, time 10 minute. Yields the product SC=1C=C(C=CC1)C(CC)(CC)O (3-(3-Mercapto-phenyl)-pentan-3-ol). RXN SMILES: Br[C:2]1[CH:3]=[C:4]([SH:8])[CH:5]=[CH:6][CH:7]=1.[H-].[Na+].C([Li])CCC.[CH3:16][CH2:17][C:18](=[O:21])[CH2:19][CH3:20].Cl>C1COCC1>[SH:8][C:4]1[CH:3]=[C:2]([C:18]([OH:21])([CH2:19][CH3:20])[CH2:17][CH3:16])[CH:7]=[CH:6][CH:5]=1 |f:1.2|. Procedure: To 3-Bromobenzenethiol (1.6 mL, 13.5 mmol) in THF (10 mL) at 0° C. was added sodium hydride (60 wt %, 600 mg, 14.9 mmol). After stirring for 10 minutes, the reaction was cooled to −78° C. and n-butyllithium (7.4 mL, 14.9 mmol) was added dropwise. After stirring for 20 minutes, 3-pentanone (1.6 mL, 14.9 mmol) was added, and the reaction was slowly warmed to room temperature and immediately acidified with 1N aqueous HCl to pH 3. The reaction mixture was extracted with EtOAc, and the combined organ... The reactants are Cc1ncc(CNCCCN)s1, CC#N, CSC(=C[N+](=O)[O-])SC. Product: Cc1ncc(CN2CCCNC2=C[N+](=O)[O-])s1. As a reaction SMILES: [CH3:1][c:2]1[s:3][c:4]([CH2:7][NH:8][CH2:9][CH2:10][CH2:11][NH2:12])[cH:5][n:6]1.[CH3:22][C:23]#[N:24].[N+:13](=[O:14])([O-:15])[CH:16]=[C:17]([S:18][CH3:19])[S:20][CH3:21]>>[CH3:1][c:2]1[s:3][c:4]([CH2:7][N:8]2[CH2:9][CH2:10][CH2:11][NH:12][C:17]2=[CH:16][N+:13](=[O:14])[O-:15])[cH:5][n:6]1. The reactants are COC(=O)c1cc(NS(=O)(=O)c2ccc(C)cc2)c(Oc2ccccc2OC)c(OCCOC2CCCCO2)c1, CO, Cl. Yields the product COC(=O)c1cc(NS(=O)(=O)c2ccc(C)cc2)c(Oc2ccccc2OC)c(OCCO)c1. As a reaction SMILES: [CH3:1][O:2][c:3]1[c:4]([O:5][c:6]2[c:7]([O:27][CH2:28][CH2:29][O:30][CH:31]3[CH2:32][CH2:33][CH2:34][CH2:35][O:36]3)[cH:8][c:9]([C:10](=[O:11])[O:12][CH3:13])[cH:14][c:15]2[NH:16][S:17](=[O:18])(=[O:19])[c:20]2[cH:21][cH:22][c:23]([CH3:26])[cH:24][cH:25]2)[cH:37][cH:38][cH:39][cH:40]1.[CH3:42][OH:43].[ClH:41]>>[CH3:1][O:2][c:3]1[c:4]([O:5][c:6]2[c:7]([O:27][CH2:28][CH2:29][OH:30])[cH:8][c:9]([C:10](=[O:11])[O:12][CH3:13])[cH:14][c:15]2[NH:16][S:17](=[O:18])(=[O:19])[c:20]2[cH:21][cH:22][c:23]([CH3:26])[cH:24][cH:25]2)[cH:37][cH:38][cH:39][cH:40]1.